This data is from the Open Reaction Database (ORD), a public repository of structured organic reaction records. The task is: describe an organic reaction: reactants, conditions, products, and yield The reactants are aqueous solution, [OH-].[Na+] (sodium hydroxide), C(C)OC(CNCC1=C(C2=C(C=C1)OCO2)OC)OCC (N-(2-methoxy-3,4-methylenedioxybenzyl)aminoacetaldehyde diethylacetal), S(O)(O)(=O)=O (sulfuric acid). Reaction conditions: temperature 5 celsius, time 1.5 hour. The product is C(C)OC(CN(S(=O)(=O)C1=CC=C(C=C1)C)CC1=C(C2=C(C=C1)OCO2)OC)OCC (N-(2-methoxy-3,4-methylenedioxybenzyl)-N-(p-toluenesulfonyl)aminoacetaldehyde diethylacetal). The yield is 83.0%. Reaction SMILES: [CH2:1]([O:3][CH:4]([O:19][CH2:20][CH3:21])[CH2:5][NH:6][CH2:7][C:8]1[CH:13]=[CH:12][C:11]2[O:14][CH2:15][O:16][C:10]=2[C:9]=1[O:17][CH3:18])[CH3:2].[OH-].[Na+].[S:24](=[O:28])(=O)(O)[OH:25]>>[CH2:20]([O:19][CH:4]([O:3][CH2:1][CH3:2])[CH2:5][N:6]([CH2:7][C:8]1[CH:13]=[CH:12][C:11]2[O:14][CH2:15][O:16][C:10]=2[C:9]=1[O:17][CH3:18])[S:24]([C:11]1[CH:12]=[CH:13][C:8]([CH3:7])=[CH:9][CH:10]=1)(=[O:28])=[O:25])[CH3:21] |f:1.2|. Procedure: 62.29 g (0.2 mol) of N-(2-methoxy-3,4-methylenedioxybenzyl)-N-methylaminoacetaldehyde dimethylacetal (1) obtained in Example 2 was dissolved in 400 ml of 6N sulfuric acid. After stirring at 76°-78° C. for 1.5 hours, the reaction mixture was cooled and pH was adjusted to about 11 by adding 25% aqueous solution of sodium hydroxide at temperature lower than 30° C. It was extracted with 200 ml and then 100 ml of methylene chloride successively, which were combined and washed with 100 ml of water and... Reported procedure: [(R)-4-(3-Bromo-5-trifluoromethyl-benzenesulfonylamino)-4,5,6,7-tetrahydro-indazol-1-yl]-acetic acid ethyl ester (118.0 mg, 0.20 mmol), methanesulfinic acid sodium salt (24.5 mg, 0.24 mmol), copper(I) iodide (4.0 mg, 0.02 mmol) and L-proline sodium salt (3.2 mg, 0.04 mmol) were dissolved in dimethyl sulfoxide (1.5 mL) and water (0.3 mL). The mixture was heated in a microwave oven at 150° C. for 30 minutes. The resulting mixture was diluted with water and extracted with ethyl acetate. The organic... Yield: 51.0%. Reaction SMILES: [CH2:1]([O:3][C:4](=[O:30])[CH2:5][N:6]1[C:14]2[CH2:13][CH2:12][CH2:11][C@@H:10]([NH:15][S:16]([C:19]3[CH:24]=[C:23]([C:25]([F:28])([F:27])[F:26])[CH:22]=[C:21](Br)[CH:20]=3)(=[O:18])=[O:17])[C:9]=2[CH:8]=[N:7]1)[CH3:2].[Na+].[CH3:32][S:33]([O-:35])=[O:34].[Na+].N1CCC[C@H]1C([O-])=O>CS(C)=O.O.[Cu]I>[CH2:1]([O:3][C:4](=[O:30])[CH2:5][N:6]1[C:14]2[CH2:13][CH2:12][CH2:11][C@@H:10]([NH:15][S:16]([C:19]3[CH:24]=[C:23]([C:25]([F:28])([F:27])[F:26])[CH:22]=[C:21]([S:33]([CH3:32])(=[O:35])=[O:34])[CH:20]=3)(=[O:18])=[O:17])[C:9]=2[CH:8]=[N:7]1)[CH3:2] |f:1.2,3.4|. The reagents and catalysts are [Cu]I (copper(I) iodide). The product is C(C)OC(CN1N=CC=2[C@@H](CCCC12)NS(=O)(=O)C1=CC(=CC(=C1)C(F)(F)F)S(=O)(=O)C)=O ([(R)-4-(3-methanesulfonyl-5-trifluoromethyl-benzenesulfonylamino)-4,5,6,7-tetrahydro-indazol-1-yl]-acetic acid ethyl ester). The reactants are C(C)OC(CN1N=CC=2[C@@H](CCCC12)NS(=O)(=O)C1=CC(=CC(=C1)C(F)(F)F)Br)=O ([(R)-4-(3-Bromo-5-trifluoromethyl-benzenesulfonylamino)-4,5,6,7-tetrahydro-indazol-1-yl]-acetic acid ethyl ester), [Na+].CS(=O)[O-] (methanesulfinic acid sodium salt), [Na+].N1[C@H](C(=O)[O-])CCC1 (L-proline sodium salt). Conditions: temperature 150 celsius. Solvent: CS(=O)C (dimethyl sulfoxide), O (water), O (water). The reactants are [BH4-], C1CCOC1, O=C(c1ccc(C2CC2)cc1)c1ccncc1OC1CC(COCc2ccccc2)C(OCc2ccccc2)C(OCc2ccccc2)C1OCc1ccccc1, [Na+], [Na+], O, O=C([O-])O, O=S(=O)(O)O. Product: OC(c1ccc(C2CC2)cc1)c1ccncc1OC1CC(COCc2ccccc2)C(OCc2ccccc2)C(OCc2ccccc2)C1OCc1ccccc1. RXN SMILES: [BH4-:1].[CH2:70]1[O:71][CH2:72][CH2:73][CH2:74]1.[CH:3]1([c:6]2[cH:7][cH:8][c:9]([C:12](=[O:13])[c:14]3[c:15]([O:20][CH:21]4[CH:22]([O:52][CH2:53][c:54]5[cH:55][cH:56][cH:57][cH:58][cH:59]5)[CH:23]([O:44][CH2:45][c:46]5[cH:47][cH:48][cH:49][cH:50][cH:51]5)[CH:24]([O:36][CH2:37][c:38]5[cH:39][cH:40][cH:41][cH:42][cH:43]5)[CH:25]([CH2:27][O:28][CH2:29][c:30]5[cH:31][cH:32][cH:33][cH:34][cH:35]5)[CH2:26]4)[cH:16][n:17][cH:18][cH:19]3)[cH:10][cH:11]2)[CH2:4][CH2:5]1.[Na+:2].[Na+:65].[OH2:75].[OH:66][C:67](=[O:68])[O-:69].[S:60](=[O:61])(=[O:62])([OH:63])[OH:64]>>[CH:3]1([c:6]2[cH:7][cH:8][c:9]([CH:12]([OH:13])[c:14]3[c:15]([O:20][CH:21]4[CH:22]([O:52][CH2:53][c:54]5[cH:55][cH:56][cH:57][cH:58][cH:59]5)[CH:23]([O:44][CH2:45][c:46]5[cH:47][cH:48][cH:49][cH:50][cH:51]5)[CH:24]([O:36][CH2:37][c:38]5[cH:39][cH:40][cH:41][cH:42][cH:43]5)[CH:25]([CH2:27][O:28][CH2:29][c:30]5[cH:31][cH:32][cH:33][cH:34][cH:35]5)[CH2:26]4)[cH:16][n:17][cH:18][cH:19]3)[cH:10][cH:11]2)[CH2:4][CH2:5]1. The reactants are CCOC(=O)C(=O)[O-], ClCCl, CCN(C(C)C)C(C)C, ClC(Cl)Cl, [Cl-], Cl, C=CC1CCCC(c2ccc(F)cc2)N1. Product: C=CC1CCCC(c2ccc(F)cc2)N1C(=O)C(=O)OCC. Reaction SMILES: [C:2]([C:3](=[O:4])[O-:5])(=[O:6])[O:7][CH2:8][CH3:9].[CH2:35]([Cl:36])[Cl:37].[CH:25]([N:26]([CH2:27][CH3:28])[CH:29]([CH3:30])[CH3:31])([CH3:32])[CH3:33].[CH:38]([Cl:39])([Cl:40])[Cl:41].[Cl-:1].[ClH:34].[F:10][c:11]1[cH:12][cH:13][c:14]([CH:17]2[NH:18][CH:19]([CH:23]=[CH2:24])[CH2:20][CH2:21][CH2:22]2)[cH:15][cH:16]1>>[C:2]([C:3](=[O:5])[N:18]1[CH:17]([c:14]2[cH:13][cH:12][c:11]([F:10])[cH:16][cH:15]2)[CH2:22][CH2:21][CH2:20][CH:19]1[CH:23]=[CH2:24])(=[O:6])[O:7][CH2:8][CH3:9]. Procedure: 7.75 g (55.1 mmol) Benzoyl chloride was added dropwise to 10.00 g (54.3 mmol) ethyl 3,5-dioxocyclohexanecarboxylate, dissolved in 100 ml dichloromethane and 15 ml triethylamine, at 10° C. The mixture was stirred for 3 hours at room temperature, poured into ice, separated, the organic phase shaken with 1N hydrochloric acid, saturated sodium bicarbonate and water, dried (magnesium sulphate) and concentrated. The ethyl 3-benzoyloxy-5-oxo-3-cyclohexenecarboxylate, so obtained, was dissolved in 75 ml... The reactants are C(C1=CC=CC=C1)(=O)Cl (Benzoyl chloride), O=C1CC(CC(C1)=O)C(=O)OCC (ethyl 3,5-dioxocyclohexanecarboxylate). Reaction SMILES: [C:1](Cl)(=[O:8])[C:2]1[CH:7]=[CH:6][CH:5]=[CH:4][CH:3]=1.[O:10]=[C:11]1[CH2:16][C:15](=[O:17])[CH2:14][CH:13]([C:18]([O:20][CH2:21][CH3:22])=[O:19])[CH2:12]1>ClCCl.C(N(CC)CC)C>[C:1]([O:17][C:15]1[CH2:14][CH:13]([C:18]([O:20][CH2:21][CH3:22])=[O:19])[CH2:12][C:11](=[O:10])[CH:16]=1)(=[O:8])[C:2]1[CH:7]=[CH:6][CH:5]=[CH:4][CH:3]=1. Reaction conditions: time 3 hour. The product is C(C1=CC=CC=C1)(=O)OC=1CC(CC(C1)=O)C(=O)OCC (ethyl 3-benzoyloxy-5-oxo-3-cyclohexenecarboxylate). Solvent: C(C)N(CC)CC (triethylamine), ClCCl (dichloromethane).